Dataset: the Open Reaction Database (ORD), a public repository of structured organic reaction records. Task: describe an organic reaction: reactants, conditions, products, and yield Reactants: Cl.ClC1=C(C=CC=C1)C=1N(CCN1)CCNC(=O)NC1=CC=C(C=C1)C(=O)OCC (1-[2-[2-(2-chlorophenyl)-2-imidazolin-1-yl]-ethyl]-3-(4-ethoxycarbonyl-phenyl)-urea hydrochloride), [OH-].[Na+] (sodium hydroxide), [OH-].[Na+] (sodium hydroxide). Run in alcohol, Cl (hydrochloric acid), Cl (hydrochloric acid). Reaction conditions: time 8 hour. The product is Cl.ClC1=C(C=CC=C1)C=1N(CCN1)CCNC(=O)NC1=CC=C(C=C1)C(=O)O (1-[2-[2-(2-chlorophenyl)-2-imidazolin-1-yl]-ethyl]-3-(4-carboxyphenyl)-urea hydrochloride). RXN SMILES: Cl.[Cl:2][C:3]1[CH:8]=[CH:7][CH:6]=[CH:5][C:4]=1[C:9]1[N:10]([CH2:14][CH2:15][NH:16][C:17]([NH:19][C:20]2[CH:25]=[CH:24][C:23]([C:26]([O:28]CC)=[O:27])=[CH:22][CH:21]=2)=[O:18])[CH2:11][CH2:12][N:13]=1.[OH-].[Na+]>Cl>[ClH:2].[Cl:2][C:3]1[CH:8]=[CH:7][CH:6]=[CH:5][C:4]=1[C:9]1[N:10]([CH2:14][CH2:15][NH:16][C:17]([NH:19][C:20]2[CH:21]=[CH:22][C:23]([C:26]([OH:28])=[O:27])=[CH:24][CH:25]=2)=[O:18])[CH2:11][CH2:12][N:13]=1 |f:0.1,2.3,5.6|. Procedure: 22.6 g of the 1-[2-[2-(2-chlorophenyl)-2-imidazolin-1-yl]-ethyl]-3-(4-ethoxycarbonyl-phenyl)-urea hydrochloride obtained according to Example 19 are dissolved in 900 ml of 95% alcohol and the base is liberated with 50 ml of 1 N sodium hydroxide solution. After adding 200 ml of 2 N sodium hydroxide solution, the mixture is stirred overnight. It is then neutralised with 200 ml of 2 N hydrochloric acid and slightly acidified with 51 ml of 1 N hydrochloric acid. The resulting mixture is evaporated t... Starting materials: ClC=1C=CC(=NC1)OC=1C=C(C(=O)O)C=CC1 (3-(5-chloro-pyridin-2-yloxy)-benzoic acid), NC1C2CC3(CC(CC1C3)C2)O (4-amino-1-hydroxyadamantane). Product: ClC=1C=CC(=NC1)OC=1C=C(C(=O)NC2C3CC4CC(CC2C4)(C3)O)C=CC1 (3-(5-Chloro-pyridin-2-yloxy)-N-(5-hydroxy-adamantan-2-yl)-benzamide). As a reaction SMILES: [Cl:1][C:2]1[CH:3]=[CH:4][C:5]([O:8][C:9]2[CH:10]=[C:11]([CH:15]=[CH:16][CH:17]=2)[C:12]([OH:14])=O)=[N:6][CH:7]=1.[NH2:18][CH:19]1[CH:26]2[CH2:27][C:22]3([OH:29])[CH2:23][CH:24]([CH2:28][CH:20]1[CH2:21]3)[CH2:25]2>>[Cl:1][C:2]1[CH:3]=[CH:4][C:5]([O:8][C:9]2[CH:10]=[C:11]([CH:15]=[CH:16][CH:17]=2)[C:12]([NH:18][CH:19]2[CH:20]3[CH2:28][CH:24]4[CH2:23][C:22]([OH:29])([CH2:27][CH:26]2[CH2:25]4)[CH2:21]3)=[O:14])=[N:6][CH:7]=1. Procedure details: Prepared from 3-(5-chloro-pyridin-2-yloxy)-benzoic acid and 4-amino-1-hydroxyadamantane. 1H NMR (400 MHz, CDCl3): δ 8.11 (s, 1 H), 7.68 (d, 1 H), 7.51-7.61 (m, 2 H), 7.47 (t, 1 H), 6.94 (d, 1 H), 6.23-6.36 (m, 1 H), 4.08-4.25 (m, 1 H), 2.24 (t, 3 H), 1.51-2.03 (m, 13 H).